This data is from the Open Reaction Database (ORD), a public repository of structured organic reaction records. The task is: describe an organic reaction: reactants, conditions, products, and yield The reactants are C(=O)NC=1C=C(N)C=CC1S(=O)(=O)O (3-(N-formylamino)aniline-4-sulfonic acid), C(C)(=O)OC(C)=O (acetic anhydride), [OH-].[Na+] (caustic soda), [Cl-].[Na+] (sodium chloride), Cl (hydrochloric acid), S(=O)(=O)(OCC)OCC (diethyl sulfate), [OH-].[Na+] (caustic soda). The solvent is O (water). Reaction conditions: temperature 50 celsius, time 2 hour. The product is C(C)NC=1C=C(N)C=CC1S(=O)(=O)O (3-(N-ethylamino)aniline-4-sulfonic acid). As a reaction SMILES: [CH:1]([NH:3][C:4]1[CH:5]=[C:6]([CH:8]=[CH:9][C:10]=1[S:11]([OH:14])(=[O:13])=[O:12])[NH2:7])=O.[C:15](OC(=O)C)(=O)C.S(OCC)(OCC)(=O)=O.[OH-].[Na+].Cl.[Cl-].[Na+]>O>[CH2:1]([NH:3][C:4]1[CH:5]=[C:6]([CH:8]=[CH:9][C:10]=1[S:11]([OH:14])(=[O:13])=[O:12])[NH2:7])[CH3:15] |f:3.4,6.7|. Reported procedure: 220 g of 3-(N-formylamino)aniline-4-sulfonic acid in 1,500 ml of water were reacted with 140 g of acetic anhydride at a pH of 5.0 to 5.5. The mixture was heated, at pH 7.0, to 50° C., and 200 g of diethyl sulfate were added. The pH was then adjusted to 12.5 to 13.0 with caustic soda solution and stirring was continued for 2 hours. The pH was then adjusted to -0.5 to 0 with hydrochloric acid, and the mixture was boiled under reflux at 100° C. for 3 hours. After cooling, it was adjusted to pH 1.0 ... The reactants are CCO, N#Cc1ccc(Cl)cn1. The product is NCc1ccc(Cl)cn1. As a reaction SMILES: [CH3:10][CH2:11][OH:12].[Cl:1][c:2]1[cH:3][cH:4][c:5]([C:8]#[N:9])[n:6][cH:7]1>>[Cl:1][c:2]1[cH:3][cH:4][c:5]([CH2:8][NH2:9])[n:6][cH:7]1. Reactants: [H-].[Na+] (sodium hydride), OC1=C(C=C(C=C1)OC)C1(SC2=C(N(C1=O)C)C=CC=C2)SC (3,4-dihydro-2-(2-hydroxy-5-methoxyphenyl)-4-methyl-2-methylthio-3-oxo-2H-1,4-benzothiazine), BrCCCCl (1-Bromo-3-chloropropane), C(C)(=O)OCC (ethyl acetate), O (water). Solvent: CN(C=O)C (dimethylformamide), CN(C=O)C (dimethylformamide). Conditions: time 10 minute. Yields the product ClCCCOC1=C(C=C(C=C1)OC)C1(SC2=C(N(C1=O)C)C=CC=C2)SC (2-[2-(3-Chloropropoxy)-5-methoxyphenyl]-3,4-dihydro-4-methyl-2-methylthio-3-oxo-2H-1,4-benzothiazine). Yield: 93.4%. RXN SMILES: [H-].[Na+].Br[CH2:4][CH2:5][CH2:6][Cl:7].C(OCC)(=O)C.O.[OH:15][C:16]1[CH:21]=[CH:20][C:19]([O:22][CH3:23])=[CH:18][C:17]=1[C:24]1([S:36][CH3:37])[C:29](=[O:30])[N:28]([CH3:31])[C:27]2[CH:32]=[CH:33][CH:34]=[CH:35][C:26]=2[S:25]1>CN(C)C=O>[Cl:7][CH2:6][CH2:5][CH2:4][O:15][C:16]1[CH:21]=[CH:20][C:19]([O:22][CH3:23])=[CH:18][C:17]=1[C:24]1([S:36][CH3:37])[C:29](=[O:30])[N:28]([CH3:31])[C:27]2[CH:32]=[CH:33][CH:34]=[CH:35][C:26]=2[S:25]1 |f:0.1|. Reported procedure: To a stirred suspension of 60% sodium hydride (0.5 g) in dimethylformamide (10 ml), 3,4-dihydro-2-(2-hydroxy-5-methoxyphenyl)-4-methyl-2-methylthio-3-oxo-2H-1,4-benzothiazine (3.5 g, compound No. 8) dissolved in dimethylformamide (5 ml) is added under nitrogen atmosphere and ice-cooling, and the mixture is stirred for 10 minutes at room temperature. 1-Bromo-3-chloropropane (1.9 g) is added to the reaction mixture, and the mixture is stirred for 1 hour at 50°-60° C. The mixture is poured into a m... As a reaction SMILES: [N:1]1[CH:6]=[CH:5][CH:4]=[C:3]([C@H:7]2[CH2:12][CH2:11][CH2:10][C@H:9](O)[CH2:8]2)[CH:2]=1.[C:14]1(=[O:24])[NH:18][C:17](=[O:19])[C:16]2=[CH:20][CH:21]=[CH:22][CH:23]=[C:15]12.CC(OC(/N=N/C(OC(C)C)=O)=O)C.C1(P(C2C=CC=CC=2)C2C=CC=CC=2)C=CC=CC=1>C1COCC1.CCOC(C)=O>[N:1]1[CH:6]=[CH:5][CH:4]=[C:3]([C@@H:7]2[CH2:12][CH2:11][CH2:10][C@H:9]([N:18]3[C:17](=[O:19])[C:16]4=[CH:20][CH:21]=[CH:22][CH:23]=[C:15]4[C:14]3=[O:24])[CH2:8]2)[CH:2]=1. Procedure: A solution of trans-3-(3-pyridyl)cyclohexanol (3.99 g, 22.5 mmol) in THF (90 mL) was cooled to 4° C. and treated with phthalimide (3.65 g, 24.8 mmol), Diisopropylazodicarboxylate (4.88 mL, 24.8 mmol) and triphenylphosphine (6.50 g, 24.8 mmol). The reaction mixture was stirred at room temperature for 30 min. The reaction mixture was diluted with EtOAc, and washed with H2O and brine. The organic layers was dried over Na2SO4. After concentration under reduced pressure, the residue was purified by c... Solvent: C1CCOC1 (THF), CCOC(=O)C (EtOAc). Yield: 24.1%. Reaction conditions: time 30 minute. Starting materials: C1(C=2C(C(N1)=O)=CC=CC2)=O (phthalimide), CC(C)OC(=O)/N=N/C(=O)OC(C)C (Diisopropylazodicarboxylate), C1(=CC=CC=C1)P(C1=CC=CC=C1)C1=CC=CC=C1 (triphenylphosphine), N1=CC(=CC=C1)[C@@H]1C[C@H](CCC1)O (trans-3-(3-pyridyl)cyclohexanol). The product is N1=CC(=CC=C1)[C@H]1C[C@H](CCC1)N1C(C=2C(C1=O)=CC=CC2)=O (cis-N-[3-(3-pyridyl)cyclohexyl]phthalimide). Reactants: [Cl-].[NH4+] (ammonium chloride), C(CCCC)C1CCC(CC1)C1=C(C(=CC=C1)F)F (4-pentyl-(2,3-difluorophenyl)cyclohexane), C(C)(CC)[Li] (sec-Butyllithium), C(C)OC1=C(C(=C(C=C1)C1CCC(CC1)=O)F)F (1-(4-Ethoxy-2,3-difluorophenyl)-cyclohexan-4-one). Run in C1CCCCC1 (cyclohexane), C1(=CC=CC=C1)C (toluene), C1CCOC1 (THF), C1CCOC1 (THF), CCCCCC (n-hexane). Run at temperature 0 celsius, time 2 hour. Yields the product FC1=C(C=CC(=C1F)C1CCC(CC1)CCCCC)C1(CCC(CC1)C1=C(C(=C(C=C1)OCC)F)F)O (1-(2,3-difluoro-4-(4-pentylcyclohexyl)phenyl)-4-(4-ethoxy-2,3-difluorophenyl)cyclohexanol). Yield: 99.3%. RXN SMILES: [CH2:1]([CH:6]1[CH2:11][CH2:10][CH:9]([C:12]2[CH:17]=[CH:16][CH:15]=[C:14]([F:18])[C:13]=2[F:19])[CH2:8][CH2:7]1)[CH2:2][CH2:3][CH2:4][CH3:5].C([Li])(CC)C.[CH2:25]([O:27][C:28]1[CH:33]=[CH:32][C:31]([CH:34]2[CH2:39][CH2:38][C:37](=[O:40])[CH2:36][CH2:35]2)=[C:30]([F:41])[C:29]=1[F:42])[CH3:26].[Cl-].[NH4+]>C1COCC1.C1(C)C=CC=CC=1.C1CCCCC1.CCCCCC>[F:18][C:14]1[C:13]([F:19])=[C:12]([CH:9]2[CH2:10][CH2:11][CH:6]([CH2:1][CH2:2][CH2:3][CH2:4][CH3:5])[CH2:7][CH2:8]2)[CH:17]=[CH:16][C:15]=1[C:37]1([OH:40])[CH2:36][CH2:35][CH:34]([C:31]2[CH:32]=[CH:33][C:28]([O:27][CH2:25][CH3:26])=[C:29]([F:42])[C:30]=2[F:41])[CH2:39][CH2:38]1 |f:3.4|. Reported procedure: 4-Pentyl-(2,3-difluorophenyl)cyclohexane (10) (5.0 g) and THF (100 ml) were put in a reaction vessel under a nitrogen atmosphere, and cooled to −74° C. sec-Butyllithium (1.00 M, in a n-hexane and cyclohexane solution; 23.0 ml) was added dropwise thereto in the temperature range of −74° C. to −70° C., and the mixture was stirred for another 2 hours. 1-(4-Ethoxy-2,3-difluorophenyl)-cyclohexan-4-one (50) (4.8 g) dissolved in THF (150 ml) was slowly added dropwise thereto in the temperature range of... As a reaction SMILES: [CH3:40][OH:41].[F:1][C:2]([c:3]1[cH:4][c:5]([C:6](=[O:7])[NH:8][CH2:9][C:10](=[O:11])[NH:12][CH:13]2[CH2:14][N:15]([CH:18]3[CH2:19][N:20]([C:23]([O:24][CH2:25][c:26]4[cH:27][cH:28][cH:29][cH:30][cH:31]4)=[O:32])[CH2:21][CH2:22]3)[CH2:16][CH2:17]2)[cH:33][cH:34][cH:35]1)([F:36])[F:37].[H:38][H:39].[Pd:42]>>[F:1][C:2]([c:3]1[cH:4][c:5]([C:6](=[O:7])[NH:8][CH2:9][C:10](=[O:11])[NH:12][CH:13]2[CH2:14][N:15]([CH:18]3[CH2:19][NH:20][CH2:21][CH2:22]3)[CH2:16][CH2:17]2)[cH:33][cH:34][cH:35]1)([F:36])[F:37]. The reactants are CO, O=C(CNC(=O)c1cccc(C(F)(F)F)c1)NC1CCN(C2CCN(C(=O)OCc3ccccc3)C2)C1, [H][H], [Pd]. Product: O=C(CNC(=O)c1cccc(C(F)(F)F)c1)NC1CCN(C2CCNC2)C1.